From a dataset of the Open Reaction Database (ORD), a public repository of structured organic reaction records. describe an organic reaction: reactants, conditions, products, and yield Reactants: O=C1NC(CCC1N1C(C2=CC=C(C=C2C1)CNC(NC=1C=CC(=C(OC(CN2CCN(CC2)C(=O)OC(C)(C)C)=O)C1)C)=O)=O)=O (tert-butyl 4-(2-(5-(3-((2-(2,6-dioxopiperidin-3-yl)-1-oxoisoindolin-5-yl)methyl)ureido)-2-methylphenoxy)-2-oxoethyl)piperazine-1-carboxylate), Cl (HCl). Run in C(Cl)Cl (methylene chloride), CCOCC (ether). Conditions: time 24 hour. The product is Cl.N1(CCNCC1)CC(=O)OC1=C(C=CC(=C1)NC(=O)NCC=1C=C2CN(C(C2=CC1)=O)C1C(NC(CC1)=O)=O)C (5-(3-((2-(2,6-Dioxopiperidin-3-yl)-1-oxoisoindolin-5-yl)methyl)ureido)-2-methylphenyl 2-(piperazin-1-yl)acetate hydrochloride). RXN SMILES: [O:1]=[C:2]1[CH:7]([N:8]2[CH2:16][C:15]3[C:10](=[CH:11][CH:12]=[C:13]([CH2:17][NH:18][C:19](=[O:45])[NH:20][C:21]4[CH:22]=[CH:23][C:24]([CH3:44])=[C:25]([CH:43]=4)[O:26][C:27](=[O:42])[CH2:28][N:29]4[CH2:34][CH2:33][N:32](C(OC(C)(C)C)=O)[CH2:31][CH2:30]4)[CH:14]=3)[C:9]2=[O:46])[CH2:6][CH2:5][C:4](=[O:47])[NH:3]1.[ClH:48]>C(Cl)Cl.CCOCC>[ClH:48].[N:29]1([CH2:28][C:27]([O:26][C:25]2[CH:43]=[C:21]([NH:20][C:19]([NH:18][CH2:17][C:13]3[CH:14]=[C:15]4[C:10](=[CH:11][CH:12]=3)[C:9](=[O:46])[N:8]([CH:7]3[CH2:6][CH2:5][C:4](=[O:47])[NH:3][C:2]3=[O:1])[CH2:16]4)=[O:45])[CH:22]=[CH:23][C:24]=2[CH3:44])=[O:42])[CH2:34][CH2:33][NH:32][CH2:31][CH2:30]1 |f:4.5|. Reported procedure: To a mixture of tert-butyl 4-(2-(5-(3-((2-(2,6-dioxopiperidin-3-yl)-1-oxoisoindolin-5-yl)methyl)ureido)-2-methylphenoxy)-2-oxoethyl)piperazine-1-carboxylate (0.65 g, 1.0 mmol) in methylene chloride (50 mL) is added 2M HCl in ether (1 mL), and the mixture will be stirred for 24 hrs. The solid precipitate is filtered, rinsed with DCM (10 mL), and dried under vacuum to provide the product. Reactants: O=C1CCC(=O)N1Br, O=C1NC(=O)c2ccccc21, CN(C)C=O, Cc1ccc(C2=NOC(c3cc(Br)c(F)c(Br)c3)(C(F)(F)F)C2)cc1Cl, ClCCCl, [K], CC(C)(C#N)N=NC(C)(C)C#N, O. Yields the product O=C1c2ccccc2C(=O)N1Cc1ccc(C2=NOC(c3cc(Br)c(F)c(Br)c3)(C(F)(F)F)C2)cc1Cl. As a reaction SMILES: [Br:27][N:28]1[C:29](=[O:30])[CH2:31][CH2:32][C:33]1=[O:34].[C:47]1(=[O:57])[c:48]2[c:49]([cH:53][cH:54][cH:55][cH:56]2)[C:50](=[O:52])[NH:51]1.[CH3:63][N:64]([CH3:65])[CH:66]=[O:67].[Cl:1][c:2]1[cH:3][c:4]([C:9]2=[N:10][O:11][C:12]([C:14]([F:15])([F:16])[F:17])([c:18]3[cH:19][c:20]([Br:26])[c:21]([F:25])[c:22]([Br:24])[cH:23]3)[CH2:13]2)[cH:5][cH:6][c:7]1[CH3:8].[Cl:59][CH2:60][CH2:61][Cl:62].[K:58].[N:35]([C:36]([CH3:37])([CH3:38])[C:39]#[N:40])=[N:41][C:42]([CH3:43])([CH3:44])[C:45]#[N:46].[OH2:68]>>[Cl:1][c:2]1[cH:3][c:4]([C:9]2=[N:10][O:11][C:12]([C:14]([F:15])([F:16])[F:17])([c:18]3[cH:19][c:20]([Br:26])[c:21]([F:25])[c:22]([Br:24])[cH:23]3)[CH2:13]2)[cH:5][cH:6][c:7]1[CH2:8][N:51]1[C:47](=[O:57])[c:48]2[c:49]([cH:53][cH:54][cH:55][cH:56]2)[C:50]1=[O:52].